This data is from the Open Reaction Database (ORD), a public repository of structured organic reaction records. The task is: describe an organic reaction: reactants, conditions, products, and yield Reported procedure: A solution of 1.09 g (2.60 mmol) 1-(t-butylacetamido)-3-azido-5,7-diphenylhexahydroazepin-2-one in 30 mL ethanol and 15 mL methylene chloride was hydrogenated at 42 psi in the presence of 0.40 g 10% palladium-on-carbon for 36 hours. The reaction showed Rf =0.30/0.15 iodoplatinate positive, in 30% methanol in ethyl acetate. It was filtered through Celite with ethanol and methylene chloride, evaporated, and chromatographed on silica gel using 30% methanol in ethyl acetate as eluant to afford 300 m... Yields the product C(C)(C)(C)CC(=O)NN1C(C(CC(CC1C1=CC=CC=C1)C1=CC=CC=C1)N)=O (1-(t-Butylacetamido)-3-amino-5,7-diphenylhexahydroazepin-2-one). The reactants are C(C)(C)(C)CC(=O)NN1C(C(CC(CC1C1=CC=CC=C1)C1=CC=CC=C1)N=[N+]=[N-])=O (1-(t-butylacetamido)-3-azido-5,7-diphenylhexahydroazepin-2-one). Reagents/catalysts: [Pd] (palladium-on-carbon), [H+].[H+].[Cl-].[Cl-].[Cl-].[Cl-].[Cl-].[Cl-].[K+].[I-].[Pt] (iodoplatinate). Solvent: CO (methanol), C(C)O (ethanol), C(Cl)Cl (methylene chloride), C(C)(=O)OCC (ethyl acetate). Reaction SMILES: [C:1]([CH2:5][C:6]([NH:8][N:9]1[CH:15]([C:16]2[CH:21]=[CH:20][CH:19]=[CH:18][CH:17]=2)[CH2:14][CH:13]([C:22]2[CH:27]=[CH:26][CH:25]=[CH:24][CH:23]=2)[CH2:12][CH:11]([N:28]=[N+]=[N-])[C:10]1=[O:31])=[O:7])([CH3:4])([CH3:3])[CH3:2]>C(O)C.C(Cl)Cl.CO.C(OCC)(=O)C.[Pd].[H+].[H+].[Cl-].[Cl-].[Cl-].[Cl-].[Cl-].[Cl-].[K+].[I-].[Pt]>[C:1]([CH2:5][C:6]([NH:8][N:9]1[CH:15]([C:16]2[CH:17]=[CH:18][CH:19]=[CH:20][CH:21]=2)[CH2:14][CH:13]([C:22]2[CH:27]=[CH:26][CH:25]=[CH:24][CH:23]=2)[CH2:12][CH:11]([NH2:28])[C:10]1=[O:31])=[O:7])([CH3:4])([CH3:2])[CH3:3] |f:6.7.8.9.10.11.12.13.14.15.16|.